From a dataset of the Open Reaction Database (ORD), a public repository of structured organic reaction records. describe an organic reaction: reactants, conditions, products, and yield Starting materials: FC1=C(C=CC(=C1)B1OC(C(O1)(C)C)(C)C)C=1C=NC(=NC1)N (5-(2-fluoro-4-(4,4,5,5-tetramethyl-1,3,2-dioxaborolan-2-yl)phenyl)pyrimidin-2-amine), BrC1=C(C=CC=C1)S(=O)(=O)N1CCC(CC1)C(=O)N (1-((2-bromophenyl)sulfonyl)piperidine-4-carboxamide). The product is NC1=NC=C(C=N1)C1=C(C=C(C=C1)C1=C(C=CC=C1)S(=O)(=O)N1CCC(CC1)C(=O)N)F (1-((4′-(2-Aminopyrimidin-5-yl)-3′-fluoro-[1,1′-biphenyl]-2-yl)sulfonyl)piperidine-4-carboxamide). RXN SMILES: [F:1][C:2]1[CH:7]=[C:6](B2OC(C)(C)C(C)(C)O2)[CH:5]=[CH:4][C:3]=1[C:17]1[CH:18]=[N:19][C:20]([NH2:23])=[N:21][CH:22]=1.Br[C:25]1[CH:30]=[CH:29][CH:28]=[CH:27][C:26]=1[S:31]([N:34]1[CH2:39][CH2:38][CH:37]([C:40]([NH2:42])=[O:41])[CH2:36][CH2:35]1)(=[O:33])=[O:32]>>[NH2:23][C:20]1[N:21]=[CH:22][C:17]([C:3]2[CH:4]=[CH:5][C:6]([C:25]3[CH:30]=[CH:29][CH:28]=[CH:27][C:26]=3[S:31]([N:34]3[CH2:35][CH2:36][CH:37]([C:40]([NH2:42])=[O:41])[CH2:38][CH2:39]3)(=[O:32])=[O:33])=[CH:7][C:2]=2[F:1])=[CH:18][N:19]=1. Procedure details: The title compound was prepared using conditions analogous to those used to make Example 6 utilizing 5-(2-fluoro-4-(4,4,5,5-tetramethyl-1,3,2-dioxaborolan-2-yl)phenyl)pyrimidin-2-amine and 1-((2-bromophenyl)sulfonyl)piperidine-4-carboxamide. MS (ESI): mass calcd. for C22H22FN5O3S, 455.14; m/z found, 455.9 [M+H]+. 1H NMR (500 MHz, DMSO-δ6) δ 8.51 (d, J=1.4, 2H), 8.02 (dd, J=8.0, 1.3, 1H), 7.78-7.71 (m, 1H), 7.69-7.63 (m, 1H), 7.61-7.54 (m, 1H), 7.45 (dd, J=7.6, 1.4, 1H), 7.32 (dd, J=11.8, 1.7, 1H...